This data is from the Open Reaction Database (ORD), a public repository of structured organic reaction records. The task is: describe an organic reaction: reactants, conditions, products, and yield Starting materials: BrC=1C=CC(N(C1)C)=O (5-Bromo-1-methylpyridin-2(1H)-one), C1(CCCCC1)P(C1CCCCC1)C1CCCCC1 (tricyclohexylphosphine), CC1(OB(OC1(C)C)B1OC(C(O1)(C)C)(C)C)C (4,4,4′,4′,5,5,5′,5′-octamethyl-2,2′-bi-1,3,2-dioxaborolane), C(C)(=O)[O-].[K+] (potassium acetate), Cl (hydrochloric acid). Reagents/catalysts: C=1C=CC(=CC1)/C=C/C(=O)/C=C/C2=CC=CC=C2.C=1C=CC(=CC1)/C=C/C(=O)/C=C/C2=CC=CC=C2.C=1C=CC(=CC1)/C=C/C(=O)/C=C/C2=CC=CC=C2.[Pd].[Pd] (Pd2(dba)3). Run at temperature 90 celsius, time 8 hour. Product: CN1C=C(C=CC1=O)B(O)O ((1-Methyl-6-oxo-1,6-dihydropyridin-3-yl)boronic acid). RXN SMILES: Br[C:2]1[CH:3]=[CH:4][C:5](=[O:9])[N:6]([CH3:8])[CH:7]=1.C1(P(C2CCCCC2)C2CCCCC2)CCCCC1.CC1(C)C(C)(C)[O:33][B:32](B2OC(C)(C)C(C)(C)O2)[O:31]1.C([O-])(=O)C.[K+].Cl>C1C=CC(/C=C/C(/C=C/C2C=CC=CC=2)=O)=CC=1.C1C=CC(/C=C/C(/C=C/C2C=CC=CC=2)=O)=CC=1.C1C=CC(/C=C/C(/C=C/C2C=CC=CC=2)=O)=CC=1.[Pd].[Pd]>[CH3:8][N:6]1[C:5](=[O:9])[CH:4]=[CH:3][C:2]([B:32]([OH:33])[OH:31])=[CH:7]1 |f:3.4,6.7.8.9.10|. Procedure: 5-Bromo-1-methylpyridin-2(1H)-one (400 mg, 2.17 mmol), tricyclohexylphosphine (72 mg, 0.26 mmol), 4,4,4′,4′,5,5,5′,5′-octamethyl-2,2′-bi-1,3,2-dioxaborolane (540 mg, 2.17 mmol), potassium acetate (522 mg, 5.32 mmol) and Pd2(dba)3 (97 mg, 0.11 mmol) were added to a flask. The flask was evacuated and purged with argon three times. Fully degassed dioxane (9.5 mL) was added and the reaction was sealed and heated at 90° C. overnight. The mixture was then cooled to room temperature, filtered over a th... Reactants: O (water), N1=CC=CC=C1 (pyridine), C1(=CC=C(C=C1)S(=O)(=O)Cl)C (p-toluenesulfonic acid chloride), C(CC)C1=CC(=NN1)NC(C)=NO (N-(5-propyl-1H-pyrazol-3-yl)acetamidoxime). Run in CN(C(C)=O)C (N,N-dimethylacetamide). Run at time 30 minute. Product: CC=1NC=2N(N1)N=C(C2)CCC (2-Methyl-6-propyl-1H-pyrazolo[1,5-b][1,2,4]triazole). As a reaction SMILES: [CH2:1]([C:4]1[NH:8][N:7]=[C:6]([NH:9][C:10](=[N:12]O)[CH3:11])[CH:5]=1)[CH2:2][CH3:3].N1C=CC=CC=1.C1(C)C=CC(S(Cl)(=O)=O)=CC=1.O>CN(C)C(=O)C>[CH3:11][C:10]1[NH:9][C:6]2[N:7]([N:8]=[C:4]([CH2:1][CH2:2][CH3:3])[CH:5]=2)[N:12]=1. Reported procedure: A 5.38 g portion of N-(5-propyl-1H-pyrazol-3-yl)acetamidoxime was dissolved in 45 ml of N,N-dimethylacetamide. With cooling on an ice bath, to this were added 2.39 ml of pyridine and 5.63 g of p-toluenesulfonic acid chloride, followed by 30 minutes of stirring at the same temperature and additional 3 hours of stirring at room temperature. The resulting reaction mixture was added to 350 ml of water and extracted with chloroform. After distilling off chloroform from the organic layer under a reduc... Starting materials: CS(=O)c1nccc(-c2n[nH]c3nc(NCCO)ncc23)n1, NCc1cccc(Cl)c1. Yields the product OCCNc1ncc2c(-c3ccnc(NCc4cccc(Cl)c4)n3)n[nH]c2n1. Reaction SMILES: [CH3:1][S:2](=[O:3])[c:4]1[n:5][cH:6][cH:7][c:8](-[c:10]2[n:11][nH:12][c:13]3[n:14][c:15]([NH:19][CH2:20][CH2:21][OH:22])[n:16][cH:17][c:18]23)[n:9]1.[Cl:23][c:24]1[cH:25][c:26]([CH2:27][NH2:28])[cH:29][cH:30][cH:31]1>>[c:4]1([NH:28][CH2:27][c:26]2[cH:25][c:24]([Cl:23])[cH:31][cH:30][cH:29]2)[n:5][cH:6][cH:7][c:8](-[c:10]2[n:11][nH:12][c:13]3[n:14][c:15]([NH:19][CH2:20][CH2:21][OH:22])[n:16][cH:17][c:18]23)[n:9]1. The reactants are C(C)(C)(C)OC(N[C@@H]1C[C@H](CCC1)C(N)=O)=O (tert-butyl[trans-3-carbamoylcyclohexyl]-carbamate), ClC1=NC(=NC(=N1)Cl)Cl (2,4,6-trichloro-1,3,5-triazine), C(O)([O-])=O.[Na+] (sodium hydrogencarbonate). The solvent is CN(C=O)C (N,N-dimethylformamide). Conditions: temperature 0 celsius. Product: C(C)(C)(C)OC(N[C@@H]1C[C@H](CCC1)C#N)=O (tert-butyl[trans-3-cyanocyclohexyl]carbamate). The yield is 75.0%. As a reaction SMILES: [C:1]([O:5][C:6](=[O:17])[NH:7][C@H:8]1[CH2:13][CH2:12][CH2:11][C@H:10]([C:14](=O)[NH2:15])[CH2:9]1)([CH3:4])([CH3:3])[CH3:2].ClC1N=C(Cl)N=C(Cl)N=1.C(=O)([O-])O.[Na+]>CN(C)C=O>[C:1]([O:5][C:6](=[O:17])[NH:7][C@H:8]1[CH2:13][CH2:12][CH2:11][C@H:10]([C:14]#[N:15])[CH2:9]1)([CH3:4])([CH3:2])[CH3:3] |f:2.3|. Procedure: To a solution of tert-butyl[trans-3-carbamoylcyclohexyl]-carbamate (180 mg) in N,N-dimethylformamide (2 ml) was added 2,4,6-trichloro-1,3,5-triazine (76 mg) under stirring at 0° C. After stirring at ambient temperature for 2 hours, the reaction mixture was poured into saturated aqueous sodium hydrogencarbonate, and extracted with EtOAc. The organic layer was washed with brine, dried over MgSO4 and evaporated in vacuo. The residue was purified by column chromatography on silica gel with n-hexane:... Starting materials: N1CCC(C(=O)N)CC1 (isonipecotamide), BrCCCCCCCCCCCCO (12-bromododecanol). Product: OCCCCCCCCCCCCN1CCC(CC1)C(=O)N (1-(12-Hydroxydodecyl)-piperidine-4-carboxamide). Isolated yield 68.7%. Reaction SMILES: [NH:1]1[CH2:9][CH2:8][CH:4]([C:5]([NH2:7])=[O:6])[CH2:3][CH2:2]1.Br[CH2:11][CH2:12][CH2:13][CH2:14][CH2:15][CH2:16][CH2:17][CH2:18][CH2:19][CH2:20][CH2:21][CH2:22][OH:23]>>[OH:23][CH2:22][CH2:21][CH2:20][CH2:19][CH2:18][CH2:17][CH2:16][CH2:15][CH2:14][CH2:13][CH2:12][CH2:11][N:1]1[CH2:9][CH2:8][CH:4]([C:5]([NH2:7])=[O:6])[CH2:3][CH2:2]1. Reported procedure: Prepared from isonipecotamide (2.0 g, 15.6 mmol), 12-bromododecanol (4.15 g, 15.6 mmol) potassium carbonate and (2.16 g, 15.6 mmol) according to procedure used for Example 8 (Step A) to give 3.35 g of the title compound as a white solid. Reactants: CC=1N=C(SC1C)N (4,5-dimethyl-1,3-thiazol-2-amine), C(C=C)Br (allylbromide). Run in C1(=CC=CC=C1)C (toluene), CCOCC (ether). Run at temperature 85 celsius. Yields the product Br.C(C=C)N1C(SC(=C1C)C)=N (3-allyl-4,5-dimethylthiazol-2(3H)-imine hydrobromide). Reaction SMILES: [CH3:1][C:2]1[N:3]=[C:4]([NH2:8])[S:5][C:6]=1[CH3:7].[CH2:9]([Br:12])[CH:10]=[CH2:11]>C1(C)C=CC=CC=1.CCOCC>[BrH:12].[CH2:11]([N:3]1[C:2]([CH3:1])=[C:6]([CH3:7])[S:5][C:4]1=[NH:8])[CH:10]=[CH2:9] |f:4.5|. Procedure: A mixture of 4,5-dimethyl-1,3-thiazol-2-amine (1 g) and allylbromide (0.95 g) in toluene (5 mL) was heated to 85° C. for 12 hours, cooled, diluted with ether, filtered and the solvent was evaporated to afford crude product that was taken on to the next step without further characterization. The reactants are ClCCCl, ClP(Cl)Cl, O=[N+]([O-])c1cc(Cl)[n+]([O-])c(Cl)c1. Product: O=[N+]([O-])c1cc(Cl)nc(Cl)c1. RXN SMILES: [CH2:17]([Cl:18])[CH2:19][Cl:20].[Cl:13][P:14]([Cl:15])[Cl:16].[Cl:1][c:2]1[n+:3]([O-:12])[c:4]([Cl:11])[cH:5][c:6]([N+:8](=[O:9])[O-:10])[cH:7]1>>[Cl:1][c:2]1[n:3][c:4]([Cl:11])[cH:5][c:6]([N+:8](=[O:9])[O-:10])[cH:7]1.